From a dataset of the Open Reaction Database (ORD), a public repository of structured organic reaction records. describe an organic reaction: reactants, conditions, products, and yield The reactants are resultant solution, BrC1=CC(=C(N(C(C2=CC=CC=C2)=O)C)C=C1)N (4′-bromo-N-methyl-2′-amino-benzanilide), C1(=CC=C(C=C1)S(=O)(=O)O)C (p-toluenesulfonic acid). Run in C=1(C(=CC=CC1)C)C (xylene). Product: BrC1=CC2=C(N(C(=N2)C2=CC=CC=C2)C)C=C1 (5-bromo-1-methyl-2-phenyl-1H-benzimidazole), solids. Isolated yield 89.0%. As a reaction SMILES: [Br:1][C:2]1[CH:17]=[CH:16][C:5]([N:6]([CH3:15])[C:7](=O)[C:8]2[CH:13]=[CH:12][CH:11]=[CH:10][CH:9]=2)=[C:4]([NH2:18])[CH:3]=1.C1(C)C=CC(S(O)(=O)=O)=CC=1>C1(C)C(C)=CC=CC=1>[Br:1][C:2]1[CH:17]=[CH:16][C:5]2[N:6]([CH3:15])[C:7]([C:8]3[CH:13]=[CH:12][CH:11]=[CH:10][CH:9]=3)=[N:18][C:4]=2[CH:3]=1. Reported procedure: Suspending 7.8 g (26 mmol) of 4′-bromo-N-methyl-2′-amino-benzanilide obtained in the above step (3) into 50 milliliter of xylene, and adding 1.5 g (7.7 mmol) of p-toluenesulfonic acid 1 hydrate, the resultant solution was refluxed with heating for 7 hours. After completing the reaction, the resultant solution was filtered. Dissolving the resultant solids into methylene chloride, the resultant solution was washed with 10% K2CO3 aqueous solution and with a saturated solution of sodium chloride, an... The reactants are ice water, ClC1=NC(=NC(=C1)C)C1=CC=C(C=C1)OC (4-chloro-2-(4-methoxyphenyl)-6-methylpyrimidine), C1(=CC=CC=C1)C(N1CCN(CC1)CCO)C1=CC=CC=C1 (1-diphenylmethyl-4-(2-hydroxyethyl)piperazine), [H-].[Na+] (sodium hydride). Run in O1CCCC1 (tetrahydrofuran). Conditions: time 20 hour. Product: C1(=CC=CC=C1)C(N1CCN(CC1)CCOC1=NC(=NC(=C1)C)C1=CC=C(C=C1)OC)C1=CC=CC=C1 (4-[2-(4-diphenylmethylpiperazino)ethoxy]-2-(4-methoxyphenyl)-6-methylpyrimidine). The yield is 47.4%. Reaction SMILES: Cl[C:2]1[CH:7]=[C:6]([CH3:8])[N:5]=[C:4]([C:9]2[CH:14]=[CH:13][C:12]([O:15][CH3:16])=[CH:11][CH:10]=2)[N:3]=1.[C:17]1([CH:23]([C:33]2[CH:38]=[CH:37][CH:36]=[CH:35][CH:34]=2)[N:24]2[CH2:29][CH2:28][N:27]([CH2:30][CH2:31][OH:32])[CH2:26][CH2:25]2)[CH:22]=[CH:21][CH:20]=[CH:19][CH:18]=1.[H-].[Na+]>O1CCCC1>[C:33]1([CH:23]([C:17]2[CH:22]=[CH:21][CH:20]=[CH:19][CH:18]=2)[N:24]2[CH2:25][CH2:26][N:27]([CH2:30][CH2:31][O:32][C:2]3[CH:7]=[C:6]([CH3:8])[N:5]=[C:4]([C:9]4[CH:14]=[CH:13][C:12]([O:15][CH3:16])=[CH:11][CH:10]=4)[N:3]=3)[CH2:28][CH2:29]2)[CH:34]=[CH:35][CH:36]=[CH:37][CH:38]=1 |f:2.3|. Procedure details: 0.6 g of 4-chloro-2-(4-methoxyphenyl)-6-methylpyrimidine and 0.76 g of 1-diphenylmethyl-4-(2-hydroxyethyl)piperazine were dissolved in 20 ml of dried tetrahydrofuran. After addition of 0.1 g of 60% sodium hydride, the mixture was stirred for 20 hours at room temperature. The reaction mixture was poured into ice-water and was extracted with ethyl acetate. After the extract was washed with water and was dried with anhydrous magnesium sulfate, then was evaporated in vacuo. The resulting residue was...